describe an organic reaction: reactants, conditions, products, and yield From a dataset of the Open Reaction Database (ORD), a public repository of structured organic reaction records. The reactants are CS(=O)(=O)Cl, ClCCl, CCOc1cc(C(C)(C)C)ncc1C1=NC(C)(c2ccc(Cl)cc2)C(C)(c2ccc(Cl)cc2)N1C(=O)N1CCC(N)CC1. Yields the product CCOc1cc(C(C)(C)C)ncc1C1=NC(C)(c2ccc(Cl)cc2)C(C)(c2ccc(Cl)cc2)N1C(=O)N1CCC(NS(C)(=O)=O)CC1. RXN SMILES: [CH3:44][S:45]([Cl:46])(=[O:47])=[O:48].[Cl:49][CH2:50][Cl:51].[NH2:1][CH:2]1[CH2:3][CH2:4][N:5]([C:8](=[O:9])[N:10]2[C:11]([c:31]3[cH:32][n:33][c:34]([C:40]([CH3:41])([CH3:42])[CH3:43])[cH:35][c:36]3[O:37][CH2:38][CH3:39])=[N:12][C:13]([CH3:23])([c:24]3[cH:25][cH:26][c:27]([Cl:30])[cH:28][cH:29]3)[C:14]2([CH3:15])[c:16]2[cH:17][cH:18][c:19]([Cl:22])[cH:20][cH:21]2)[CH2:6][CH2:7]1>>[NH:1]([CH:2]1[CH2:3][CH2:4][N:5]([C:8](=[O:9])[N:10]2[C:11]([c:31]3[cH:32][n:33][c:34]([C:40]([CH3:41])([CH3:42])[CH3:43])[cH:35][c:36]3[O:37][CH2:38][CH3:39])=[N:12][C:13]([CH3:23])([c:24]3[cH:25][cH:26][c:27]([Cl:30])[cH:28][cH:29]3)[C:14]2([CH3:15])[c:16]2[cH:17][cH:18][c:19]([Cl:22])[cH:20][cH:21]2)[CH2:6][CH2:7]1)[S:45]([CH3:44])(=[O:47])=[O:48]. Starting materials: CC(=O)OC=O, ClCCl, CCCc1c(C(=O)C(C)C)c2ccc(N)cc2n1Cc1ccccc1Cl. Product: CCCc1c(C(=O)C(C)C)c2ccc(NC=O)cc2n1Cc1ccccc1Cl. Reaction SMILES: [CH:27](=[O:28])[O:29][C:30](=[O:31])[CH3:32].[Cl:33][CH2:34][Cl:35].[NH2:1][c:2]1[cH:3][cH:4][c:5]2[c:6]([C:22]([CH:23]([CH3:24])[CH3:25])=[O:26])[c:7]([CH2:19][CH2:20][CH3:21])[n:8]([CH2:11][c:12]3[c:13]([Cl:18])[cH:14][cH:15][cH:16][cH:17]3)[c:9]2[cH:10]1>>[NH:1]([c:2]1[cH:3][cH:4][c:5]2[c:6]([C:22]([CH:23]([CH3:24])[CH3:25])=[O:26])[c:7]([CH2:19][CH2:20][CH3:21])[n:8]([CH2:11][c:12]3[c:13]([Cl:18])[cH:14][cH:15][cH:16][cH:17]3)[c:9]2[cH:10]1)[CH:27]=[O:28]. Starting materials: [BH4-], CCC(C=O)=CCC1CCC(C)C1(C)C, CCO, Cl, [Na+]. Product: CCC(=CCC1CCC(C)C1(C)C)CO. Reaction SMILES: [BH4-:16].[CH2:1]([CH3:2])[C:3]([CH:4]=[O:5])=[CH:6][CH2:7][CH:8]1[C:9]([CH3:14])([CH3:15])[CH:10]([CH3:13])[CH2:11][CH2:12]1.[CH3:19][CH2:20][OH:21].[ClH:18].[Na+:17]>>[CH2:1]([CH3:2])[C:3]([CH2:4][OH:5])=[CH:6][CH2:7][CH:8]1[C:9]([CH3:14])([CH3:15])[CH:10]([CH3:13])[CH2:11][CH2:12]1. Starting materials: O=Cc1ccc(OC(F)(F)F)cc1, O, O=[N+]([O-])O, O=S(=O)(O)O. Yields the product O=Cc1ccc(OC(F)(F)F)c([N+](=O)[O-])c1. As a reaction SMILES: [F:1][C:2]([O:3][c:4]1[cH:5][cH:6][c:7]([CH:8]=[O:9])[cH:10][cH:11]1)([F:12])[F:13].[OH2:18].[OH:14][N+:15]([O-:16])=[O:17].[S:19](=[O:20])(=[O:21])([OH:22])[OH:23]>>[F:1][C:2]([O:3][c:4]1[c:5]([N+:15](=[O:14])[O-:16])[cH:6][c:7]([CH:8]=[O:9])[cH:10][cH:11]1)([F:12])[F:13].